This data is from the Open Reaction Database (ORD), a public repository of structured organic reaction records. The task is: describe an organic reaction: reactants, conditions, products, and yield The reactants are FC1=CC=C(C=C1)C(CBr)C ((±)-2-(4-fluorophenyl)propyl bromide), C(=O)(OC(C)(C)C)N1CCNCC1 (N-Boc-piperazine), C([O-])([O-])=O.[K+].[K+] (potassium carbonate), [I-].[Na+] (sodium iodide). The solvent is C(C)(C)O (isopropyl alcohol). Yields the product FC1=CC=C(C=C1)C(CN1CCNCC1)C ((±)-4-[2-(4-Fluorophenyl)propyl]piperazine). Yield: 58.0%. RXN SMILES: [F:1][C:2]1[CH:7]=[CH:6][C:5]([CH:8]([CH3:11])[CH2:9]Br)=[CH:4][CH:3]=1.C([N:19]1[CH2:24][CH2:23][NH:22][CH2:21][CH2:20]1)(OC(C)(C)C)=O.C(=O)([O-])[O-].[K+].[K+].[I-].[Na+]>C(O)(C)C>[F:1][C:2]1[CH:7]=[CH:6][C:5]([CH:8]([CH3:11])[CH2:9][N:19]2[CH2:24][CH2:23][NH:22][CH2:21][CH2:20]2)=[CH:4][CH:3]=1 |f:2.3.4,5.6|. Procedure: A mixture of (±)-2-(4-fluorophenyl)propyl bromide (3.03 g, 13.96 mmol), N-Boc-piperazine (2.60 g, 13.96 mmol), potassium carbonate (3.86 g, 27.93 mmol) and sodium iodide (2.09 g, 13.96 mmol), in anhydrous isopropyl alcohol (100 ml) was refluxed for 16 h. The inorganics were filtered off and the solvent evaporated in vacuo. The resulting residue was partitioned between CH2Cl2 (3×150 ml) and water (50 ml). The combined extracts were dried (Na2SO4) and evaporated and the residue chromatographed on ...